Dataset: the Open Reaction Database (ORD), a public repository of structured organic reaction records. Task: describe an organic reaction: reactants, conditions, products, and yield Reactants: C=O (paraformaldehyde), S(O)(O)(=O)=O (sulphuric acid), C[O-].[Mg+2].C[O-] (magnesium methoxide), C(CCCCCCCC)C1=CC=C(C=C1)O (p-nonylphenol). Run in C1(=CC=CC=C1)C (toluene), O (water), CO (methanol). Conditions: temperature 90 celsius. Product: OC1=C(C=O)C=C(C=C1)CCCCCCCCC (2-hydroxy-5-nonyl benzaldehyde). Isolated yield 94.2%. Reaction SMILES: [CH3:1][O-:2].[Mg+2].C[O-].[CH2:6]([C:15]1[CH:20]=[CH:19][C:18]([OH:21])=[CH:17][CH:16]=1)[CH2:7][CH2:8][CH2:9][CH2:10][CH2:11][CH2:12][CH2:13][CH3:14].C=O.S(=O)(=O)(O)O>CO.C1(C)C=CC=CC=1.O>[OH:21][C:18]1[CH:17]=[CH:16][C:15]([CH2:6][CH2:7][CH2:8][CH2:9][CH2:10][CH2:11][CH2:12][CH2:13][CH3:14])=[CH:20][C:19]=1[CH:1]=[O:2] |f:0.1.2|. Procedure details: A solution of magnesium methoxide (292 g of 8% solution in methanol, 0.275 mol) was added over 10 minutes to a stirred solution of p-nonylphenol (55 g, 0.25 mol) in methanol (50 ml). The stirred mixture was heated to reflux temperature, the bulk of the methanol was removed by distillation, toluene (500 ml) was added and toluene:methanol azeotrope was removed by fractional distillation until the temperature of the reaction mixture rose to 100° C. The mixture was cooled to 90° C. and an agitated s...